This data is from the Open Reaction Database (ORD), a public repository of structured organic reaction records. The task is: describe an organic reaction: reactants, conditions, products, and yield Reactants: BrC=1C=C(C=C(C1)Br)O (3-,5-dibromophenol), COC1=C(C=C(C=C1)F)B(O)O (2-Methoxy-5-fluorophenyl boronic acid). Product: BrC=1C=C(C=C(C1)C1=C(C=CC(=C1)F)OC)O (5-bromo-5′-fluoro-2′-methoxy-biphenyl-3-ol). Reaction SMILES: Br[C:2]1[CH:3]=[C:4]([OH:9])[CH:5]=[C:6]([Br:8])[CH:7]=1.[CH3:10][O:11][C:12]1[CH:17]=[CH:16][C:15]([F:18])=[CH:14][C:13]=1B(O)O>>[Br:8][C:6]1[CH:5]=[C:4]([OH:9])[CH:3]=[C:2]([C:17]2[CH:16]=[C:15]([F:18])[CH:14]=[CH:13][C:12]=2[O:11][CH3:10])[CH:7]=1. Reported procedure: Example 54 was synthesized in 4 steps from 3-,5-dibromophenol. 2-Methoxy-5-fluorophenyl boronic acid was reacted as described above, step 1. In this manner was isolated 5-bromo-5′-fluoro-2′-methoxy-biphenyl-3-ol, which was then reacted with 3-fluorophenyl boronic reacted as described above, Step 2. In this manner, 3,5″-difluoro-2″-methoxy-[1,1′;3′,1″]terphenyl-5′-ol was obtained. Reactants: O=C1CCCCC=2NC=C(C21)C(=O)OCC (ethyl 4-oxo-1,4,5,6,7,8-hexahydro-cyclohepta[b]pyrrole-3-carboxylate), Cl (hydrochloric acid). Run in [OH-].[Na+] (sodium hydroxide), C(C)O (ethyl alcohol). The product is O=C1CCCCC=2NC=C(C21)C(=O)O (4-oxo-1,4,5,6,7,8-hexahydro-cyclohepta[b]pyrrole-3-carboxylic acid). RXN SMILES: [O:1]=[C:2]1[C:11]2[C:10]([C:12]([O:14]CC)=[O:13])=[CH:9][NH:8][C:7]=2[CH2:6][CH2:5][CH2:4][CH2:3]1.Cl>[OH-].[Na+].C(O)C>[O:1]=[C:2]1[C:11]2[C:10]([C:12]([OH:14])=[O:13])=[CH:9][NH:8][C:7]=2[CH2:6][CH2:5][CH2:4][CH2:3]1 |f:2.3|. Procedure details: A mixture of ethyl 4-oxo-5,6,7,8-tetrahydro-4H-cyclohepta[b]furan-3-carboxylate (3.48 g, 15.7 mmol) and ammonium acetate (2.41 g, 31.3 mmol) in N,N-dimethylformamide (25 mL) was heated at 115° C. for 6 hours. The mixture was concentrated in vacuo, ice water was added, then extracted 2× with dichloromethane. The combined organic layers were washed with saturated aqueous sodium bicarbonate then brine, dried over sodium sulfate, filtered through a small pad of Silica gel (1:19 methyl alcohol/dichlo... Reactants: COC(=O)Cc1cccn1C, O=[N+]([O-])c1ccc(F)cc1, [H-], [Na+], CN(C)C=O. The product is COC(=O)C(c1ccc([N+](=O)[O-])cc1)c1cccn1C. RXN SMILES: [CH3:1][n:2]1[c:3]([CH2:7][C:8](=[O:9])[O:10][CH3:11])[cH:4][cH:5][cH:6]1.[F:12][c:13]1[cH:14][cH:15][c:16]([N+:19](=[O:20])[O-:21])[cH:17][cH:18]1.[H-:22].[Na+:23].[O:24]=[CH:25][N:26]([CH3:27])[CH3:28]>>[CH3:1][n:2]1[c:3]([CH:7]([C:8](=[O:9])[O:10][CH3:11])[c:13]2[cH:14][cH:15][c:16]([N+:19](=[O:20])[O-:21])[cH:17][cH:18]2)[cH:4][cH:5][cH:6]1. The reactants are ClCCCOC1=CC(=C(C=C1)C)C (1-chloro-3-(3,4-dimethylphenoxy)- propane), [N-]=[N+]=[N-].[Na+] (NaN3). Reagents/catalysts: [N+](CCCC)(CCCC)(CCCC)CCCC.[Br-] (n-Bu4NBr). Solvent: C1(=CC=CC=C1)C (toluene). Yields the product CC=1C=C(OCCCN)C=CC1C (3-(3,4-dimethylphenoxy)propylamine). Isolated yield 97.0%. Reaction SMILES: Cl[CH2:2][CH2:3][CH2:4][O:5][C:6]1[CH:11]=[CH:10][C:9]([CH3:12])=[C:8]([CH3:13])[CH:7]=1.[N-:14]=[N+]=[N-].[Na+]>C1(C)C=CC=CC=1.[N+](CCCC)(CCCC)(CCCC)CCCC.[Br-]>[CH3:13][C:8]1[CH:7]=[C:6]([CH:11]=[CH:10][C:9]=1[CH3:12])[O:5][CH2:4][CH2:3][CH2:2][NH2:14] |f:1.2,4.5|. Procedure: 9.05 (45.6 mnol) of 1-chloro-3-(3,4-dimethylphenoxy)- propane obtained in step 1 was dissolved in 200 ml of toluene. To the resulting solution were added 14.8 g of NaN3, 2.9 g of n-Bu4NBr and 15.2 g of KI and the mixture was refluxed For 24 hours. The reaction mixture was washed with water and concentrated under a reduced pressure. The resulting residue was purified by chromatography (ethyl acetate: hexane=1:10) to obtain 9.04 g (yield 97%) of the title compound as a brown oil. The reactants are CC(=O)O, CC(=O)OC(C)=O, COc1ccc(Cl)c(N)c1. Product: COc1ccc(Cl)c(NC(C)=O)c1. RXN SMILES: [C:18]([OH:19])(=[O:20])[CH3:21].[CH3:11][C:12](=[O:13])[O:14][C:15](=[O:16])[CH3:17].[Cl:1][c:2]1[c:3]([NH2:4])[cH:5][c:6]([O:9][CH3:10])[cH:7][cH:8]1>>[Cl:1][c:2]1[c:3]([NH:4][C:12]([CH3:11])=[O:13])[cH:5][c:6]([O:9][CH3:10])[cH:7][cH:8]1. Reagents/catalysts: Cl (hydrochloric acid). Reaction conditions: temperature 25 celsius, time 8 hour. Reported procedure: To a stirring solution of 3-fluoroaniline (4.44 g, 40 mmol) and acetoacetic ester (5.20 g, 40 mmol), a catalytic amount (2 drops) of dilute hydrochloric acid was added at 25° C., within 10 minutes water began to separate and small amount of heat was generated. The reaction mixture was allowed to stand at 25° C. overnight; the reaction mixture was diluted with dichloromethane (150 mL), washed successively with 0.5 N HCl (2×50 mL), 0.5 N NaOH (2×50 mL) and water, dried over anhydrous sodium sulpha... Yields the product FC1=CC=C2C(=CC(=NC2=C1)C)O (7-fluoro-2-methylquinolin-4-ol). Reaction SMILES: [F:1][C:2]1[CH:3]=[C:4]([CH:6]=[CH:7][CH:8]=1)[NH2:5].[OH2:9]>Cl>[F:1][C:2]1[CH:3]=[C:4]2[C:6]([C:3]([OH:9])=[CH:2][C:8]([CH3:7])=[N:5]2)=[CH:7][CH:8]=1. The reactants are FC=1C=C(N)C=CC1 (3-fluoroaniline), acetoacetic ester, O (water).